Dataset: the Open Reaction Database (ORD), a public repository of structured organic reaction records. Task: describe an organic reaction: reactants, conditions, products, and yield Starting materials: COP(OC)[O-] (Dimethylphosphite), C=O (paraformaldehyde), C(O)CN (ethanolamine). Reaction conditions: temperature 80 celsius. Product: OCCNCP(O)(O)=O (N-(2-hydroxyethyl)aminomethylphosphonic acid). The yield is 0.0%. RXN SMILES: C[O:2][P:3]([O-:6])[O:4]C.[CH2:7]=O.[CH2:9]([CH2:11][NH2:12])[OH:10]>>[OH:10][CH2:9][CH2:11][NH:12][CH2:7][P:3](=[O:6])([OH:4])[OH:2]. Procedure: Dimethylphosphite (36 g, 0.3227 mole) was added dropwise over a period of 1 hour to a stirring solution of paraformaldehyde (9.8 g, 0.32 mole) and ethanolamine (20 g, 0.32 mole) below 20° C. under nitrogen. The solution was heated to 80° C. for 1 hour and then cooled to room temperature. The solution was extracted with 350 ml of benzene as described in the paper. The benzene solution was then passed through a column containing 1 kg of alumina and the column was eluted with 1 liter of benzene. Th... Starting materials: CC(=O)Nc1ccc(S(=O)Cc2ccccc2)cc1[N+](=O)[O-], CO, [Na+], [OH-], O. Product: Nc1ccc(S(=O)Cc2ccccc2)cc1[N+](=O)[O-]. Reaction SMILES: [C:1](=[O:2])([CH3:3])[NH:4][c:5]1[c:6]([N+:20](=[O:21])[O-:22])[cH:7][c:8]([S:11](=[O:12])[CH2:13][c:14]2[cH:15][cH:16][cH:17][cH:18][cH:19]2)[cH:9][cH:10]1.[CH3:25][OH:26].[Na+:24].[OH-:23].[OH2:27]>>[NH2:4][c:5]1[c:6]([N+:20](=[O:21])[O-:22])[cH:7][c:8]([S:11](=[O:12])[CH2:13][c:14]2[cH:15][cH:16][cH:17][cH:18][cH:19]2)[cH:9][cH:10]1. Starting materials: C(C)C1=NN2C(C=CC=C2)=C1 (2-Ethylpyrazolo[1,5-a]pyridine), C(C)(=O)O (acetic acid), IN1C(CCC1=O)=O (N-iodosuccinimide). Product: C(C)C1=NN2C(C=CC=C2)=C1I (2-Ethyl-3-iodopyrazolo[1,5-a]pyridine). The yield is 75.2%. Reaction SMILES: [CH2:1]([C:3]1[CH:11]=[C:6]2[CH:7]=[CH:8][CH:9]=[CH:10][N:5]2[N:4]=1)[CH3:2].C(O)(=O)C.[I:16]N1C(=O)CCC1=O>>[CH2:1]([C:3]1[C:11]([I:16])=[C:6]2[CH:7]=[CH:8][CH:9]=[CH:10][N:5]2[N:4]=1)[CH3:2]. Procedure: 2-Ethylpyrazolo[1,5-a]pyridine (4.1 g, 22 mmol) was stirred in acetic acid (2.6 g, 18 mmol) and N-iodosuccinimide (8 g, 40 mmol) was added in portions over 5 hrs. The mixture was evaporated and purified on silica gel with ethyl acetate in hexanes (0-15%) to give the desired compound (4.5 g, 93%). LCMS for C9H10N2 (M+H)+: m/z=273.1. 1H NMR (300 MHz, DMSO-d6): δ 8.62 (m, 1H), 7.40 (m, 1H), 7.27 (m, 1H), 6.82 (m, 1H), 2.72 (m, 2H), 1.22 (m, 3H).